This data is from the Open Reaction Database (ORD), a public repository of structured organic reaction records. The task is: describe an organic reaction: reactants, conditions, products, and yield Starting materials: COC1=CC=C(CNC2=NN=C(S2)C=2C=C3C(=CN(C3=CC2)S(=O)(=O)C2=CC=C(C)C=C2)C2=CN=CC(=N2)N2CC(N(CC2)C)=O)C=C1 (4-(6-(5-(5-(4-methoxybenzylamino)-1,3,4-thiadiazol-2-yl)-1-tosyl-1H-indol-3-yl)pyrazin-2-yl)-1-methylpiperazin-2-one), [OH-].[K+] (KOH). Procedure: A glass microwave reaction vessel was charged with 4-(6-(5-(5-(4-methoxybenzylamino)-1,3,4-thiadiazol-2-yl)-1-tosyl-1H-indol-3-yl)pyrazin-2-yl)-1-methylpiperazin-2-one (70 mg, 0.103 mmol) in THF (2 mL) followed by 1 M KOH (500 μL, 0.500 mmol). The mixture was stirred and heated in a Initiator microwave reactor (Personal Chemistry, Biotage AB, Inc., Uppsala, Sweden) at 100° C. for 1 h, then cooled to RT. The mixture was diluted with H2O, and extracted with DCM. The combined organic layers were dr... Solvent: C1CCOC1 (THF), O (H2O). Product: COC1=CC=C(CNC2=NN=C(S2)C=2C=C3C(=CNC3=CC2)C2=CN=CC(=N2)N2CC(N(CC2)C)=O)C=C1 (4-(6-(5-(5-(4-methoxybenzylamino)-1,3,4-thiadiazol-2-yl)-1H-indol-3-yl)pyrazin-2-yl)-1-methylpiperazin-2-one). Reaction conditions: temperature 100 celsius. RXN SMILES: [CH3:1][O:2][C:3]1[CH:48]=[CH:47][C:6]([CH2:7][NH:8][C:9]2[S:13][C:12]([C:14]3[CH:15]=[C:16]4[C:20](=[CH:21][CH:22]=3)[N:19](S(C3C=CC(C)=CC=3)(=O)=O)[CH:18]=[C:17]4[C:33]3[N:38]=[C:37]([N:39]4[CH2:44][CH2:43][N:42]([CH3:45])[C:41](=[O:46])[CH2:40]4)[CH:36]=[N:35][CH:34]=3)=[N:11][N:10]=2)=[CH:5][CH:4]=1.[OH-].[K+]>C1COCC1.O>[CH3:1][O:2][C:3]1[CH:4]=[CH:5][C:6]([CH2:7][NH:8][C:9]2[S:13][C:12]([C:14]3[CH:15]=[C:16]4[C:20](=[CH:21][CH:22]=3)[NH:19][CH:18]=[C:17]4[C:33]3[N:38]=[C:37]([N:39]4[CH2:44][CH2:43][N:42]([CH3:45])[C:41](=[O:46])[CH2:40]4)[CH:36]=[N:35][CH:34]=3)=[N:11][N:10]=2)=[CH:47][CH:48]=1 |f:1.2|. Starting materials: C(CC)N(C1CC2=C(C=CC=C2CC1)OS(=O)(=O)C(F)(F)F)CCC ((-)-2-(dipropylamino)-8-[(trifluromethylsulfonyl)oxyl]tetralin), C[Sn](C)(C)C (tetramethylstannane), [Cl-].[Li+] (lithium chloride), C(C)(C)(C)C1=C(C(=CC(=C1)C)C(C)(C)C)O (2,6-di-t-butyl-4-methylphenol). Reagents/catalysts: C1=CC=C(C=C1)P([C-]2C=CC=C2)C3=CC=CC=C3.C1=CC=C(C=C1)P([C-]2C=CC=C2)C3=CC=CC=C3.Cl[Pd]Cl.[Fe+2] (dichloro[1,1'-bis(diphenylphosphino) ferrocene]-palladium(ii)). Solvent: CN(C=O)C (dimethylformamide). Conditions: temperature 90 celsius, time 18 hour. Yields the product Cl.C(C)(=O)C=1C=CC=C2CCC(CC12)N(CCC)CCC ((-)-8-acetyl-2-(dipropylamino)tetralin hydrochloride). Yield: 44.0%. Reaction SMILES: [CH2:1]([N:4]([CH2:23][CH2:24][CH3:25])[CH:5]1[CH2:14][CH2:13][C:12]2[C:7](=[C:8](OS(C(F)(F)F)(=O)=O)[CH:9]=[CH:10][CH:11]=2)[CH2:6]1)[CH2:2][CH3:3].C[Sn](C)(C)C.[Cl-:31].[Li+].C([C:37]1C=C(C)C=C(C(C)(C)C)[C:38]=1[OH:48])(C)(C)C>CN(C)C=O.C1C=CC(P(C2C=CC=CC=2)[C-]2C=CC=C2)=CC=1.C1C=CC(P(C2C=CC=CC=2)[C-]2C=CC=C2)=CC=1.Cl[Pd]Cl.[Fe+2]>[ClH:31].[C:38]([C:8]1[CH:9]=[CH:10][CH:11]=[C:12]2[C:7]=1[CH2:6][CH:5]([N:4]([CH2:23][CH2:24][CH3:25])[CH2:1][CH2:2][CH3:3])[CH2:14][CH2:13]2)(=[O:48])[CH3:37] |f:2.3,6.7.8.9,10.11|. Procedure details: A mixture of (-)-2-(dipropylamino)-8-[(trifluromethylsulfonyl)oxyl]tetralin (910 mg, 2.4 mmol), tetramethylstannane (514 mg, 2.88 mmol), lithium chloride (315 mg, 7.44 mmol), dichloro[1,1'-bis(diphenylphosphino) ferrocene]-palladium(ii) [PdCl2 (dppf)] (12 mg, 0.144 mmol), molecular sieves (4 Å; 240 mg), 2,6-di-t-butyl-4-methylphenol (catalyst) in dimethylformamide (20 ml) was stirred under an atmosphere of carbon monoxide for 18 h at 90° C. The catalyst was filtered off and the filtrate was part... Starting materials: CCC1C(=C=O)N(C(=O)NCCc2ccccc2)CC1C, N, O=S(=O)(Cl)Cl. The product is CCC1C(=C=O)N(C(=O)NCCc2ccc(S(N)(=O)=O)cc2)CC1C. RXN SMILES: [CH2:6]([CH3:7])[CH:8]1[C:9](=[C:25]=[O:26])[N:10]([C:14](=[O:15])[NH:16][CH2:17][CH2:18][c:19]2[cH:20][cH:21][cH:22][cH:23][cH:24]2)[CH2:11][CH:12]1[CH3:13].[NH3:27].[S:1](=[O:2])(=[O:3])([Cl:4])[Cl:5]>>[S:1](=[O:2])(=[O:3])([c:22]1[cH:21][cH:20][c:19]([CH2:18][CH2:17][NH:16][C:14]([N:10]2[C:9](=[C:25]=[O:26])[CH:8]([CH2:6][CH3:7])[CH:12]([CH3:13])[CH2:11]2)=[O:15])[cH:24][cH:23]1)[NH2:27]. The reactants are OC(C(=O)[O-])C(C1=CC(=C(C=C1)C1=NOCN1C1=CC(=C(C=C1)OC(C)C)C#N)C)O (2,3-dihydroxy-3-(4-(4-(3-cyano-4-isopropoxyphenyl)-1,2,4-oxadiazol-3-yl)-3-methylphenyl)propanoate), C(C)(C)OC1=C(C=C(C=C1)C1=NOC(=N1)C1=C(C=C(C=C1)CCC(=O)OC)C)C(F)(F)F (methyl 3-(4-(3-(4-isopropoxy-3-(trifluoromethyl)phenyl)-1,2,4-oxadiazol-5-yl)-3-methylphenyl)propanoate). Product: OC(C(=O)O)C(C1=CC(=C(C=C1)C1=NOCN1C1=CC(=C(C=C1)OC(C)C)C#N)C)O ((+/−)-2,3-dihydroxy-3-(4-(4-(3-cyano-4-isopropoxyphenyl)-1,2,4-oxadiazol-3-yl)-3-methylphenyl)propanoic acid). RXN SMILES: [OH:1][CH:2]([CH:6]([OH:31])[C:7]1[CH:12]=[CH:11][C:10]([C:13]2[N:17]([C:18]3[CH:23]=[CH:22][C:21]([O:24][CH:25]([CH3:27])[CH3:26])=[C:20]([C:28]#[N:29])[CH:19]=3)[CH2:16][O:15][N:14]=2)=[C:9]([CH3:30])[CH:8]=1)[C:3]([O-:5])=[O:4].C(OC1C=CC(C2N=C(C3C=CC(CCC(OC)=O)=CC=3C)ON=2)=CC=1C(F)(F)F)(C)C>>[OH:1][CH:2]([CH:6]([OH:31])[C:7]1[CH:12]=[CH:11][C:10]([C:13]2[N:17]([C:18]3[CH:23]=[CH:22][C:21]([O:24][CH:25]([CH3:27])[CH3:26])=[C:20]([C:28]#[N:29])[CH:19]=3)[CH2:16][O:15][N:14]=2)=[C:9]([CH3:30])[CH:8]=1)[C:3]([OH:5])=[O:4]. Procedure: The title compound was prepared using the procedure analogous to that described for EXAMPLE 75, Step E substituting methyl erythro(+/−)-2,3-dihydroxy-3-(4-(4-(3-cyano-4-isopropoxyphenyl)-1,2,4-oxadiazol-3-yl)-3-methylphenyl)propanoate (from Step A) for methyl 3-(4-(3-(4-isopropoxy-3-(trifluoromethyl)phenyl)-1,2,4-oxadiazol-5-yl)-3-methylphenyl)propanoate: 1H NMR (500 MHz, CD3OD) δ 1.45 (d, J=6.2, 6H), 2.65 (s, 3H), 4.37 (d, J=5.3, 1H), 4.93-4.96 (m, 2M), 7.40-7.44 (m, 3H), 8.00 (d, J=8.2, 1H), 8... The reactants are [H-].[Na+] (sodium hydride), CI (methyl iodide), O (water), [H-].[Na+] (sodium hydride), CI (methyl iodide), [H-].[Na+] (sodium hydride), ClC1=CC(=CC(=N1)N[C@@H](C)C1=CC=C(C=C1)F)C=1C=NN(C1)C ((S)-6-chloro-N-[1-(4-fluorophenyl)ethyl]-4-(1-methyl-1H-pyrazol-4-yl)pyridine-2-amine), CI (methyl iodide). Solvent: O1CCCC1 (tetrahydrofuran). Conditions: time 10 minute. Yields the product ClC1=CC(=CC(=N1)N(C)[C@@H](C)C1=CC=C(C=C1)F)C=1C=NN(C1)C ((S)-6-Chloro-N-[1-(4-fluorophenyl)ethyl]-N-methyl-4-(1-methyl-1H-pyrazol-4-yl)pyridine-2-amine). As a reaction SMILES: [Cl:1][C:2]1[N:7]=[C:6]([NH:8][C@H:9]([C:11]2[CH:16]=[CH:15][C:14]([F:17])=[CH:13][CH:12]=2)[CH3:10])[CH:5]=[C:4]([C:18]2[CH:19]=[N:20][N:21]([CH3:23])[CH:22]=2)[CH:3]=1.[H-].[Na+].[CH3:26]I.O>O1CCCC1>[Cl:1][C:2]1[N:7]=[C:6]([N:8]([C@H:9]([C:11]2[CH:16]=[CH:15][C:14]([F:17])=[CH:13][CH:12]=2)[CH3:10])[CH3:26])[CH:5]=[C:4]([C:18]2[CH:19]=[N:20][N:21]([CH3:23])[CH:22]=2)[CH:3]=1 |f:1.2|. Reported procedure: 92 mg of (S)-6-chloro-N-[1-(4-fluorophenyl)ethyl]-4-(1-methyl-1H-pyrazol-4-yl)pyridine-2-amine was dissolved in 1.5 ml of tetrahydrofuran, and 17 mg of 60% sodium hydride was added thereto, and the mixture was stirred at room temperature for 10 minutes. 26 μl of methyl iodide was added thereto, and the reaction solution was subjected to microwave irradiation at 100° C. for 5 minutes. 8 mg of 60% sodium hydride and 26 μl of methyl iodide were added to the reaction solution, and the reaction solut... The reactants are S(=O)(Cl)Cl (Thionyl chloride), CO (methanol), N[C@@H]1[C@@H](CCC1)C(=O)O ((1R,2S)-2-Amino-cyclopentanecarboxylic acid). Run at temperature 25 celsius, time 5 hour. Product: Cl.N[C@@H]1[C@@H](CCC1)C(=O)OC (methyl (1R,2S)-2-aminocyclopentanecarboxylate hydrochloride). RXN SMILES: S(Cl)([Cl:3])=O.[NH2:5][C@H:6]1[CH2:10][CH2:9][CH2:8][C@H:7]1[C:11]([OH:13])=[O:12].[CH3:14]O>>[ClH:3].[NH2:5][C@H:6]1[CH2:10][CH2:9][CH2:8][C@H:7]1[C:11]([O:13][CH3:14])=[O:12] |f:3.4|. Procedure: Thionyl chloride (2.64 mL, 36.22 mmol) was added slowly to anhydrous methanol (50 mL) at 0° C. under a nitrogen atmosphere. (1R,2S)-2-Amino-cyclopentanecarboxylic acid (4.0 g, 24.15 mmol) was added to above solution. The resulting mixture was allowed to warm to 25° C. and stirred for 5 h. The reaction mixture was concentrated in vacuo to afford the desired product, methyl (1R,2S)-2-aminocyclopentanecarboxylate hydrochloride (4.32 g, 24.15 mmol, quantitative), as a clear oil. The crude product wa... Procedure: To a stirred solution of lithium aluminium hydride (0.57 g, 15 mmol) in THF (20 mL) at 0° C. under Ar was added portionwise 7-chloro-5-fluoroindole-2,3-dione. The mixture was heated under reflux for 4 h, cooled to 0° C. and water (0.5 mL) was added. The mixture was stirred for 5 min then treated with aqueous sodium hydroxide solution (2 N, 0.5 mL) followed by water (0.5 mL) and filtered through a pad of celite®. The filter-cake was washed with tetrahydrofuran and the filtrate was concentrated in... Product: ClC=1C=C(C=C2C=CNC12)F (7-Chloro-5-fluoroindole). The reactants are [OH-].[Na+] (sodium hydroxide), O (water), [H-].[Al+3].[Li+].[H-].[H-].[H-] (lithium aluminium hydride), ClC=1C=C(C=C2C(C(NC12)=O)=O)F (7-chloro-5-fluoroindole-2,3-dione), O (water). Isolated yield 37.0%. Reaction conditions: temperature 0 celsius, time 5 minute. RXN SMILES: [H-].[Al+3].[Li+].[H-].[H-].[H-].[Cl:7][C:8]1[CH:9]=[C:10]([F:19])[CH:11]=[C:12]2[C:16]=1[NH:15][C:14](=O)[C:13]2=O.O.[OH-].[Na+]>C1COCC1>[Cl:7][C:8]1[CH:9]=[C:10]([F:19])[CH:11]=[C:12]2[C:16]=1[NH:15][CH:14]=[CH:13]2 |f:0.1.2.3.4.5,8.9|. The solvent is C1CCOC1 (THF). The reactants are NC=1C=C(C#N)C(=CC1)C (3-Amino-6-methylbenzonitrile), Br (hydrobromic acid), N(=O)[O-].[Na+] (sodium nitrite), O (water). The reagents and catalysts are [Cu]Br (copper(I) bromide). The solvent is C(C)(=O)O (acetic acid), S(O)(O)(=O)=O (sulphuric acid). Run at time 0.5 hour. Product: BrC=1C=C(C#N)C(=CC1)C (3-Bromo-6-methyl-benzonitrile). The yield is 44.5%. Reaction SMILES: N([O-])=O.[Na+].N[C:6]1[CH:7]=[C:8]([C:11]([CH3:14])=[CH:12][CH:13]=1)[C:9]#[N:10].O.[BrH:16]>S(=O)(=O)(O)O.C(O)(=O)C.[Cu]Br>[Br:16][C:6]1[CH:7]=[C:8]([C:11]([CH3:14])=[CH:12][CH:13]=1)[C:9]#[N:10] |f:0.1|. Procedure: 15.2 g (0.22 mol) of sodium nitrite are heated to 70° C. in 160 ml of concentrated sulphuric acid and the solution formed is added dropwise to a solution of 26.4 g (0.2 mol) of the compound from Example XV in 400 ml of glacial acetic acid at 20° C. to 40° C. A solution of 63.1 g (0.44 mol) of copper(I) bromide in 400 ml of concentrated hydrobromic acid is added dropwise to this solution at 10° C. to 20° C. and the mixture is stirred for 0.5 hour. The reaction mixture is introduced into 11 of wat...